describe an organic reaction: reactants, conditions, products, and yield From a dataset of the Open Reaction Database (ORD), a public repository of structured organic reaction records. Reactants: NC(=O)C1=C(C(=C(OCCCOC2=C(C3=C(CCC(O3)CCC(=O)OC)C=C2)CCC)C=C1)CC1CC1)O (Methyl 7-[3-[4-(aminocarbonyl)-2-(cyclopropylmethyl)-3hydroxyphenoxy]propoxy]-3,4-dihydro-8-propyl-2H-1-benzopyran-2-propanoate), S(=O)(=O)(OC)OC (dimethyl sulfate), [OH-].[K+] (KOH). Run in C1CCOC1 (THF). Yields the product NC(=O)C1=C(C(=C(OCCCOC2=C(C3=C(CCC(O3)CCC(=O)OC)C=C2)CCC)C=C1)CC1CC1)OC (Methyl 7-[3-[4-(aminocarbonyl)-2-(cyclopropylmethyl)-3methoxyphenoxy]propoxy]-3,4-dihydro-8-propyl-2H-1-benzopyran-2-propanoate). Reaction SMILES: [NH2:1][C:2]([C:4]1[CH:33]=[CH:32][C:7]([O:8][CH2:9][CH2:10][CH2:11][O:12][C:13]2[CH:28]=[CH:27][C:16]3[CH2:17][CH2:18][CH:19]([CH2:21][CH2:22][C:23]([O:25][CH3:26])=[O:24])[O:20][C:15]=3[C:14]=2[CH2:29][CH2:30][CH3:31])=[C:6]([CH2:34][CH:35]2[CH2:37][CH2:36]2)[C:5]=1[OH:38])=[O:3].S(OC)(O[CH3:43])(=O)=O.[OH-].[K+]>C1COCC1>[NH2:1][C:2]([C:4]1[CH:33]=[CH:32][C:7]([O:8][CH2:9][CH2:10][CH2:11][O:12][C:13]2[CH:28]=[CH:27][C:16]3[CH2:17][CH2:18][CH:19]([CH2:21][CH2:22][C:23]([O:25][CH3:26])=[O:24])[O:20][C:15]=3[C:14]=2[CH2:29][CH2:30][CH3:31])=[C:6]([CH2:34][CH:35]2[CH2:37][CH2:36]2)[C:5]=1[O:38][CH3:43])=[O:3] |f:2.3|. Reported procedure: The compound of Example 73 is treated with dimethyl sulfate and KOH in THF under the conditions described in Example 61. Chromatographic purification of the crude product on silica gel using ethyl acetate/hexane (4:6) as eluant affords the product. The reactants are CC(C)(C)OC(=O)NC1(C(=O)O)CCC1, CCN=C=NCCCN(C)C, CN(C)C=O, Cl, CCOC(=O)C=Cc1ccc(N)cc1, O, O, On1nnc2ccccc21. Yields the product CCOC(=O)C=Cc1ccc(NC(=O)C2(NC(=O)OC(C)(C)C)CCC2)cc1. As a reaction SMILES: [C:15]([CH3:16])([CH3:17])([CH3:18])[O:19][C:20](=[O:21])[NH:22][C:23]1([C:27](=[O:28])[OH:29])[CH2:24][CH2:25][CH2:26]1.[CH2:42]([N:43]=[C:44]=[N:45][CH2:46][CH2:47][CH2:48][N:49]([CH3:50])[CH3:51])[CH3:52].[CH3:53][N:54]([CH3:55])[CH:56]=[O:57].[ClH:41].[NH2:1][c:2]1[cH:3][cH:4][c:5]([CH:6]=[CH:7][C:8](=[O:9])[O:10][CH2:11][CH3:12])[cH:13][cH:14]1.[OH2:30].[OH2:58].[OH:31][n:32]1[c:33]2[cH:34][cH:35][cH:36][cH:37][c:38]2[n:39][n:40]1>>[NH:1]([c:2]1[cH:3][cH:4][c:5]([CH:6]=[CH:7][C:8](=[O:9])[O:10][CH2:11][CH3:12])[cH:13][cH:14]1)[C:27]([C:23]1([NH:22][C:20]([O:19][C:15]([CH3:16])([CH3:17])[CH3:18])=[O:21])[CH2:24][CH2:25][CH2:26]1)=[O:28]. Reactants: BrCCC(=O)C1=C(C=C(C=C1C)C)C (2,4,6-trimethylphenyl bromoethyl ketone), NC(=S)N (thiourea). Run in CO (methanol). The product is NC=1SC=C(N1)C1=C(C=C(C=C1C)C)C (2-Amino-4-(2,4,6-trimethylphenyl)thiazole). The yield is 70.0%. Reaction SMILES: BrC[CH2:3][C:4]([C:6]1[C:11]([CH3:12])=[CH:10][C:9]([CH3:13])=[CH:8][C:7]=1[CH3:14])=O.[NH2:15][C:16]([NH2:18])=[S:17]>CO>[NH2:18][C:16]1[S:17][CH:3]=[C:4]([C:6]2[C:11]([CH3:12])=[CH:10][C:9]([CH3:13])=[CH:8][C:7]=2[CH3:14])[N:15]=1. Procedure details: A solution of 80 g of 2,4,6-trimethylphenyl bromoethyl ketone and 35 g of thiourea in 250 ml of methanol is refluxed for 3 hours. After cooling the reaction mixture, the precipitate is filtered off and washed abundantly with diethyl ether. After concentration of the filtrate to a third of the initial volume, a second bath of crystals is recovered. Yield: 70%. m.p.=138° C. The hydrobromide prepared by the action of HBr in ethanol melts at 295° C. The reactants are ]of, N1=CC=CC2=CC=C3C=CC=NC3=C12 (1,10-phenanthroline), C(C)(=O)[O-].C(C)(=O)[O-].[Pd+2] (palladium diacetate). Solvent: C1=CC=CC=C1 (benzene), C1=CC=CC=C1 (benzene). The product is [Pd+2].N1=CC=CC2=CC=C3C=CC=NC3=C12 ((1,10-phenanthroline) Palladium (II)). RXN SMILES: [N:1]1[C:14]2[C:5](=[CH:6][CH:7]=[C:8]3[C:13]=2[N:12]=[CH:11][CH:10]=[CH:9]3)[CH:4]=[CH:3][CH:2]=1.C([O-])(=O)C.C([O-])(=O)C.[Pd+2:23]>C1C=CC=CC=1>[Pd+2:23].[N:1]1[C:14]2[C:5](=[CH:6][CH:7]=[C:8]3[C:13]=2[N:12]=[CH:11][CH:10]=[CH:9]3)[CH:4]=[CH:3][CH:2]=1 |f:1.2.3,5.6|. Procedure: All raw materials were technical grade without any further purification. A solution of 5.0 gm [27.7 millimoles (mmol)]of 1,10-phenanthroline dissolved in 250 ml of benzene was added dropwise with stirring to a solution of 4.0 gm of palladium diacetate (17.8 mmol) in 250 ml of benzene at room temperature. A bright yellow solid precipitated from the solution. After 3 hours the solid was isolated by filtration. The precipitate was washed with 200 ml of benzene, and 400 ml of petroleum ether and the... The reactants are CC(=O)Cl, Cc1ccccc1, O=[N+]([O-])c1cccc2c1CCC2O, c1ccncc1. Product: CC(=O)OC1CCc2c1cccc2[N+](=O)[O-]. RXN SMILES: [CH3:1][C:2]([Cl:3])=[O:4].[CH3:24][c:25]1[cH:26][cH:27][cH:28][cH:29][cH:30]1.[N+:11](=[O:12])([O-:13])[c:14]1[c:15]2[c:19]([cH:20][cH:21][cH:22]1)[CH:18]([OH:23])[CH2:17][CH2:16]2.[cH:5]1[cH:6][cH:7][n:8][cH:9][cH:10]1>>[CH3:1][C:2](=[O:4])[O:23][CH:18]1[CH2:17][CH2:16][c:15]2[c:14]([N+:11](=[O:12])[O-:13])[cH:22][cH:21][cH:20][c:19]21. Reactants: 3,5-bis-(m-trifluoromethylphenyl)-4-hydroxy-benzoic acid ethyl ester ester, FC(C=1C=C(C=CC1)B(O)O)(F)F (3-trifluoromethyl-phenyl boronic acid), C(C)OC(C1=CC(=C(C(=C1)C1=CC(=CC=C1)C(F)(F)F)O)Br)=O (3-Bromo-4-hydroxy-5(m-trifluoromethylphenyl)-benzoic acid ethyl ester). The product is C(C)OC(C1=CC(=C(C(=C1)C1=CC(=CC=C1)C(F)(F)F)O)Br)=O (3-Bromo-4-hydroxy-5(m-trifluoromethylphenyl)-benzoic acid ethyl ester), C(C)OC(C1=CC(=C(C(=C1)C1=CC(=CC=C1)C(F)(F)F)O)C1=CC(=CC=C1)C(F)(F)F)=O (3,5-bis-(m-trifluoromethylphenyl)-4-hydroxy-benzoic acid ethyl ester). Reaction SMILES: [F:1][C:2]([F:13])([F:12])[C:3]1[CH:4]=[C:5](B(O)O)[CH:6]=[CH:7][CH:8]=1.[CH2:14]([O:16][C:17](=[O:36])[C:18]1[CH:23]=[C:22]([C:24]2[CH:29]=[CH:28][CH:27]=[C:26]([C:30]([F:33])([F:32])[F:31])[CH:25]=2)[C:21]([OH:34])=[C:20]([Br:35])[CH:19]=1)[CH3:15]>>[CH2:14]([O:16][C:17](=[O:36])[C:18]1[CH:23]=[C:22]([C:24]2[CH:29]=[CH:28][CH:27]=[C:26]([C:30]([F:33])([F:32])[F:31])[CH:25]=2)[C:21]([OH:34])=[C:20]([Br:35])[CH:19]=1)[CH3:15].[CH2:14]([O:16][C:17](=[O:36])[C:18]1[CH:19]=[C:20]([C:5]2[CH:6]=[CH:7][CH:8]=[C:3]([C:2]([F:13])([F:12])[F:1])[CH:4]=2)[C:21]([OH:34])=[C:22]([C:24]2[CH:29]=[CH:28][CH:27]=[C:26]([C:30]([F:32])([F:31])[F:33])[CH:25]=2)[CH:23]=1)[CH3:15]. Reported procedure: 3-Bromo-4-hydroxy-5(m-trifluoromethylphenyl)-benzoic acid ethyl ester and 3,5-bis-(m-trifluoromethylphenyl)-4-hydroxy-benzoic acid ethyl ester were prepared as white solids (2.445 g, 34% and 2.811 g, 33%, respectively) from 3-bromo-4-hydroxy-5-iodobenzoic and 3-trifluoromethyl-phenyl boronic acid using a procedure similar to step 1 of Example 175. 3-Bromo-4-hydroxy-5(m-trifluoromethylphenyl)-benzoic acid ethyl ester 1H NMR (CDCl3) δ 8.22 (d, 1H); 7.98 (d, 1H); 7.74 (s, 1H); 7.70 (d, 1H); 7.68-7.... The reactants are O=C([O-])O, CCC1Cc2ccccc2N1, [Cl-], O=C(O)c1cc(Cl)ncn1, ClCCl, [Na+], [Na+], [OH-]. Product: CCC1Cc2ccccc2N1C(=O)c1cc(Cl)ncn1. As a reaction SMILES: [C:25](=[O:26])([O-:27])[OH:28].[CH2:12]([CH3:13])[CH:14]1[NH:15][c:16]2[cH:17][cH:18][cH:19][cH:20][c:21]2[CH2:22]1.[Cl-:1].[Cl:2][c:3]1[cH:4][c:5]([C:9](=[O:10])[OH:11])[n:6][cH:7][n:8]1.[Cl:30][CH2:31][Cl:32].[Na+:24].[Na+:29].[OH-:23]>>[Cl:2][c:3]1[cH:4][c:5]([C:9](=[O:11])[N:15]2[CH:14]([CH2:12][CH3:13])[CH2:22][c:21]3[c:16]2[cH:17][cH:18][cH:19][cH:20]3)[n:6][cH:7][n:8]1. Starting materials: P12(=S)SP3(=S)SP(=S)(S1)SP(=S)(S2)S3 (P2S5), BrC=1C=C(C=CC1)C1(COCC(N1)=O)C(F)F (5-(3-Bromo-phenyl)-5-difluoromethyl-morpholin-3-one), C(C)(=O)OCC (ethyl acetate). The solvent is N1=CC=CC=C1 (pyridine). Product: BrC=1C=C(C=CC1)C1(COCC(N1)=S)C(F)F (5-(3-Bromo-phenyl)-5-difluoromethyl-morpholine-3-thione). Reaction SMILES: [Br:1][C:2]1[CH:3]=[C:4]([C:8]2([CH:15]([F:17])[F:16])[NH:13][C:12](=O)[CH2:11][O:10][CH2:9]2)[CH:5]=[CH:6][CH:7]=1.P12(SP3(SP(SP(S3)(S1)=S)(=S)S2)=S)=[S:19].C(OCC)(=O)C>N1C=CC=CC=1>[Br:1][C:2]1[CH:3]=[C:4]([C:8]2([CH:15]([F:17])[F:16])[NH:13][C:12](=[S:19])[CH2:11][O:10][CH2:9]2)[CH:5]=[CH:6][CH:7]=1. Procedure details: 5-(3-Bromo-phenyl)-5-difluoromethyl-morpholin-3-one (6.10 g, 19.93 mmol) was dissolved in 63 ml dry pyridine, and P2S5 (5.32 g, 23.91 mmol) was added. The mixture was heated to 80° V for 2 hrs. After completion, the mixture was put between ethyl acetate and 1 H HCl solution. Phases were separated and the organic phase was washed with 1 N HCl, saturated NaHCO3 solution and brine. The organic phases were combined, dried over Na2SO4 and concentrated under reduced pressure to yield the title compoun... Starting materials: OCCCBr, O=C([O-])[O-], CC(C)=O, Oc1cccc(F)c1, [K+], [K+]. Yields the product OCCCOc1cccc(F)c1. As a reaction SMILES: [Br:1][CH2:2][CH2:3][CH2:4][OH:5].[C:14](=[O:15])([O-:16])[O-:17].[CH3:20][C:21](=[O:22])[CH3:23].[F:6][c:7]1[cH:8][c:9]([OH:13])[cH:10][cH:11][cH:12]1.[K+:18].[K+:19]>>[CH2:2]([CH2:3][CH2:4][OH:5])[O:13][c:9]1[cH:8][c:7]([F:6])[cH:12][cH:11][cH:10]1.